The task is: describe an organic reaction: reactants, conditions, products, and yield. This data is from the Open Reaction Database (ORD), a public repository of structured organic reaction records. Starting materials: CC1=C(C(=CC2=CC(=C(C=C12)OC)OC)COC(C)=O)COC(C)=O (1-methyl-2,3-bis(acetoxymethyl)-6,7-dimethoxynaphthalene), BrN1C(CCC1=O)=O (N-bromosuccinimide). Reagents/catalysts: C(C1=CC=CC=C1)(=O)OOC(C1=CC=CC=C1)=O (benzoyl peroxide). The solvent is C(Cl)(Cl)(Cl)Cl (carbon tetrachloride). Yields the product BrCC1=C(C(=CC2=CC(=C(C=C12)OC)OC)COC(C)=O)COC(C)=O (1-bromomethyl-2,3-bis(acetoxymethyl)-6,7-dimethoxynaphthalene). The yield is 83.1%. Reaction SMILES: [CH3:1][C:2]1[C:11]2[C:6](=[CH:7][C:8]([O:14][CH3:15])=[C:9]([O:12][CH3:13])[CH:10]=2)[CH:5]=[C:4]([CH2:16][O:17][C:18](=[O:20])[CH3:19])[C:3]=1[CH2:21][O:22][C:23](=[O:25])[CH3:24].[Br:26]N1C(=O)CCC1=O>C(Cl)(Cl)(Cl)Cl.C(OOC(=O)C1C=CC=CC=1)(=O)C1C=CC=CC=1>[Br:26][CH2:1][C:2]1[C:11]2[C:6](=[CH:7][C:8]([O:14][CH3:15])=[C:9]([O:12][CH3:13])[CH:10]=2)[CH:5]=[C:4]([CH2:16][O:17][C:18](=[O:20])[CH3:19])[C:3]=1[CH2:21][O:22][C:23](=[O:25])[CH3:24]. Procedure: To a solution of 1-methyl-2,3-bis(acetoxymethyl)-6,7-dimethoxynaphthalene (5.0 g) in carbon tetrachloride (100 ml) are added N-bromosuccinimide (2.8 g) and benzoyl peroxide (150 mg), and the mixture is refluxed for 2 hours. The mixture is allowed to cool, and the insoluble materials are separated by filtration, and the filtrate is concentrated under reduced pressure to give 1-bromomethyl-2,3-bis(acetoxymethyl)-6,7-dimethoxynaphthalene (5.1 g) as crystal. The reactants are Cl (HCl), C(CCCC=C)N(C(=O)C1C(CC(C1)O)C(=O)NC1(C(C1)C=C)C(=O)O)C (1-{[2-(Hex-5-enyl-methyl-carbamoyl)-4-hydroxy-cyclopentanecarbonyl]-amino}-2-vinyl-cyclopropanecarboxylic acid), ClC1=NC(=NC2=CC(=CC=C12)OC)C=1SC=C(N1)C(C)C (4-Chloro-2-(4-isopropyl-thiazol-2-yl)-7-methoxy-quinazoline), [H-].[Na+] (NaH). The solvent is CCOC(=O)C (EtOAc), C1CCOC1 (THF). Reaction conditions: time 10 minute. Yields the product C(CCCC=C)N(C(=O)C1C(CC(C1)OC1=NC(=NC2=CC=CC=C12)C=1SC=C(N1)C(C)C)C(=O)NC1(C(C1)C=C)C(=O)O)C (1-({2-(Hex-5-enyl-methyl-carbamoyl)-4-[2-(4-isopropyl-thiazol-2-yl)-quinazolin-4-yloxy]-cyclopentanecarbonyl}-amino)-2-vinyl-cyclopropanecarboxylic acid). The yield is 77.8%. As a reaction SMILES: [CH2:1]([N:7]([CH3:27])[C:8]([CH:10]1[CH2:14][CH:13]([OH:15])[CH2:12][CH:11]1[C:16]([NH:18][C:19]1([C:24]([OH:26])=[O:25])[CH2:21][CH:20]1[CH:22]=[CH2:23])=[O:17])=[O:9])[CH2:2][CH2:3][CH2:4][CH:5]=[CH2:6].[H-].[Na+].Cl[C:31]1[C:40]2[C:35](=[CH:36][C:37](OC)=[CH:38][CH:39]=2)[N:34]=[C:33]([C:43]2[S:44][CH:45]=[C:46]([CH:48]([CH3:50])[CH3:49])[N:47]=2)[N:32]=1.Cl>C1COCC1.CCOC(C)=O>[CH2:1]([N:7]([CH3:27])[C:8]([CH:10]1[CH2:14][CH:13]([O:15][C:31]2[C:40]3[C:35](=[CH:36][CH:37]=[CH:38][CH:39]=3)[N:34]=[C:33]([C:43]3[S:44][CH:45]=[C:46]([CH:48]([CH3:50])[CH3:49])[N:47]=3)[N:32]=2)[CH2:12][CH:11]1[C:16]([NH:18][C:19]1([C:24]([OH:26])=[O:25])[CH2:21][CH:20]1[CH:22]=[CH2:23])=[O:17])=[O:9])[CH2:2][CH2:3][CH2:4][CH:5]=[CH2:6] |f:1.2|. Procedure: Compound 37 (26 mg, 70 μmol) was dissolved in THF (3 mL, dried with mol. siev.). To this solution was added NaH (60% in oil, 8.2 mg, 210 μmol) and the reaction was incubated for 10 min at ambient temperature. To the reaction mixture was then added compound 39 (17.6 mg, 61 μmol) followed by incubation at ambient temperature for 16 h. To the reaction was then added 0.1 M HCl (aq) and EtOAc, the phases separated and the aqueous phase extracted with another portion of EtOAc. The pooled organic phase... The reactants are OC1=C(C(=O)NC2=C3C=CNC3=CC=C2)C=CC=C1 (2-hydroxy-N-(1H-indol-4-yl)benzamide), C([O-])([O-])=O.[K+].[K+] (potassium carbonate), C(Cl)C1CO1 (epichlorohydrin). Solvent: CC(=O)C (acetone). The product is O1C(C1)COC1=C(C(=O)NC2=C3C=CNC3=CC=C2)C=CC=C1 (2-[(2-oxiranyl)methoxy]-N-(1H-indol-4-yl)benzamide). RXN SMILES: [OH:1][C:2]1[CH:19]=[CH:18][CH:17]=[CH:16][C:3]=1[C:4]([NH:6][C:7]1[CH:15]=[CH:14][CH:13]=[C:12]2[C:8]=1[CH:9]=[CH:10][NH:11]2)=[O:5].C(=O)([O-])[O-].[K+].[K+].[CH2:26]([CH:28]1[O:30][CH2:29]1)Cl>CC(C)=O>[O:30]1[CH2:29][CH:28]1[CH2:26][O:1][C:2]1[CH:19]=[CH:18][CH:17]=[CH:16][C:3]=1[C:4]([NH:6][C:7]1[CH:15]=[CH:14][CH:13]=[C:12]2[C:8]=1[CH:9]=[CH:10][NH:11]2)=[O:5] |f:1.2.3|. Procedure: A solution of 3.5 g of 2-hydroxy-N-(1H-indol-4-yl)benzamide and 1.9 g of potassium carbonate in 100 ml of acetone was refluxed for 30 hours under an inert atmosphere with 11 ml of epichlorohydrin and the insoluble material was filtered off. The filtrate was evaporated to dryness and the residue was purified by chromatography over silica (eluent: chloroform/acetone/TEA 6:3:1). Fractions having a Rf=0.45 were evaporated to dryness and the residue was empasted with ether, filtered and dried under r... The reactants are ClC=1C=C(C(=NC1)NC(C(C)(C)C)=O)C=O (N-[5-chloro-3-formylpyridin-2-yl]-2,2-dimethylpropanamide). The solvent is Cl (HCl). Product: NC1=NC=C(C=C1C=O)Cl (2-amino-5-chloro-3-formylpyridine). The yield is 121.9%. Reaction SMILES: [Cl:1][C:2]1[CH:3]=[C:4]([CH:15]=[O:16])[C:5]([NH:8]C(=O)C(C)(C)C)=[N:6][CH:7]=1>Cl>[NH2:8][C:5]1[C:4]([CH:15]=[O:16])=[CH:3][C:2]([Cl:1])=[CH:7][N:6]=1. Procedure details: The product of Step 2 (2.7 g, 11 mmol) and 3 N HCl (50 mL) were heated at reflux for 2 hours. The reaction was allowed to cool to room temperature and was concentrated in vacuo yielding a light yellow solid (2.1 g). The solid was partitioned between ethyl acetate and 2.5 N NaOH solution. The ethyl acetate layer was dried over MgSO4 and concentrated in vacuo providing a solid (1.7 g). The solid was recrystallized from ethyl acetate to give the desired substituted pyridine as yellow needles (1.2 g... Starting materials: BrC=1C=NC=CC1 (3-Bromopyridine), FC1=CC=C(CCN2CCC(CC2)N2CCC3=CC=C(C=C23)C=O)C=C1 (1-[1-(4-fluorophenethyl)-piperidin-4-yl]-6-formylindoline). As a reaction SMILES: Br[C:2]1[CH:3]=[N:4][CH:5]=[CH:6][CH:7]=1.[F:8][C:9]1[CH:33]=[CH:32][C:12]([CH2:13][CH2:14][N:15]2[CH2:20][CH2:19][CH:18]([N:21]3[C:29]4[C:24](=[CH:25][CH:26]=[C:27]([CH:30]=[O:31])[CH:28]=4)[CH2:23][CH2:22]3)[CH2:17][CH2:16]2)=[CH:11][CH:10]=1>C(OCC)C>[F:8][C:9]1[CH:33]=[CH:32][C:12]([CH2:13][CH2:14][N:15]2[CH2:16][CH2:17][CH:18]([N:21]3[C:29]4[C:24](=[CH:25][CH:26]=[C:27]([CH:30]([OH:31])[C:2]5[CH:3]=[N:4][CH:5]=[CH:6][CH:7]=5)[CH:28]=4)[CH2:23][CH2:22]3)[CH2:19][CH2:20]2)=[CH:11][CH:10]=1. Reported procedure: 3-Bromopyridine (0.44 ml), 1-[1-(4-fluorophenethyl)-piperidin-4-yl]-6-formylindoline (0.4 g) and diethyl ether employed as the solvent were treated as in Example 93 to give the title compound (0.337 g) as a yellow oil (yield: 68.8%). The yield is 68.8%. Run in C(C)OCC (diethyl ether). Product: FC1=CC=C(CCN2CCC(CC2)N2CCC3=CC=C(C=C23)C(C=2C=NC=CC2)O)C=C1 (1-[1-(4-fluorophenethyl)-piperidin-4-yl]-6-[1-hydroxy-1-(3-pyridyl)methyl]indoline). Starting materials: CO, CC(=O)OC(C)=O, COCCNC1=CC(=O)c2sc(C(=O)OC)cc2C1=O, O=S(=O)(O)O. The product is COCCN(C(C)=O)C1=CC(=O)c2sc(C(=O)OC)cc2C1=O. As a reaction SMILES: [CH3:26][OH:27].[CH3:28][C:29](=[O:30])[O:31][C:32](=[O:33])[CH3:34].[CH3:6][O:7][CH2:8][CH2:9][NH:10][C:11]1=[CH:23][C:22](=[O:24])[c:14]2[c:13]([cH:17][c:16]([C:18](=[O:19])[O:20][CH3:21])[s:15]2)[C:12]1=[O:25].[S:1](=[O:2])(=[O:3])([OH:4])[OH:5]>>[CH3:6][O:7][CH2:8][CH2:9][N:10]([C:11]1=[CH:23][C:22](=[O:24])[c:14]2[c:13]([cH:17][c:16]([C:18](=[O:19])[O:20][CH3:21])[s:15]2)[C:12]1=[O:25])[C:29]([CH3:28])=[O:30]. Reaction SMILES: [OH:1][C:2]1[CH:3]=[C:4]([CH:32]=[CH:33][CH:34]=1)[C:5]([NH:7][N:8]([C:12](=[O:31])/[CH:13]=[CH:14]/[C:15]1[C:23]2[C:18](=[CH:19][CH:20]=[CH:21][CH:22]=2)[N:17]([C:24]([O:26][C:27]([CH3:30])([CH3:29])[CH3:28])=[O:25])[CH:16]=1)[CH:9]([CH3:11])[CH3:10])=[O:6].[C:35]([O-:38])([O-])=O.[K+].[K+].BrCCBr.BrCCOC1C=C(C=CC=1)C(NN(C(=O)/C=C/[C:62]1C2[C:65](=[CH:66]C=CC=2)[N:64]([C:71](OC(C)(C)C)=O)[CH:63]=1)C(C)C)=O>C(#N)C>[CH:9]([N:8]([C:12](=[O:31])/[CH:13]=[CH:14]/[C:15]1[C:23]2[C:18](=[CH:19][CH:20]=[CH:21][CH:22]=2)[N:17]([C:24]([O:26][C:27]([CH3:29])([CH3:28])[CH3:30])=[O:25])[CH:16]=1)[NH:7][C:5](=[O:6])[C:4]1[CH:32]=[CH:33][CH:34]=[C:2]([O:1][CH2:62][CH2:63][N:64]2[CH2:71][CH2:35][O:38][CH2:66][CH2:65]2)[CH:3]=1)([CH3:11])[CH3:10] |f:1.2.3|. Procedure details: To solution containing (E)-tert-butyl 3-(3-(2-(3-hydroxybenzoyl)-1-isopropylhydrazinyl)-3-oxoprop-1-enyl)-1H-indole-1-carboxylate (67.3 mg, 0.15 mmol) and K2CO3 (40.13 mg, 0.29 mmol) dissolved in anhydrous acetonitrile (10.0 ml), 1,2-dibromoethane (0.0313 ml, 0.36 mmol) was added drop-by-drop. The reaction mixture was refluxed at 80° C. for 48 hr. After concentration under reduced pressure, the solution was separated through silica gel chromatography (n-hexane:EtOAc:methanol=10:3:1) so that ivor... Run in C(C)#N (acetonitrile), C(C)#N (acetonitrile). Run at temperature 80 celsius. Product: C(C)(C)N(NC(C1=CC(=CC=C1)OCCN1CCOCC1)=O)C(/C=C/C1=CN(C2=CC=CC=C12)C(=O)OC(C)(C)C)=O ((E)-tert-butyl 3-(3-(1-isopropyl-2-(3-(2-morpholinoethoxy)benzoyl)hydrazinyl)-3-oxoprop-1-enyl)-1H-indole-1-carboxylate). Reactants: OC=1C=C(C(=O)NN(C(C)C)C(/C=C/C2=CN(C3=CC=CC=C23)C(=O)OC(C)(C)C)=O)C=CC1 ((E)-tert-butyl 3-(3-(2-(3-hydroxybenzoyl)-1-isopropylhydrazinyl)-3-oxoprop-1-enyl)-1H-indole-1-carboxylate), C(=O)([O-])[O-].[K+].[K+] (K2CO3), BrCCBr (1,2-dibromoethane), BrCCOC=1C=C(C(=O)NN(C(C)C)C(/C=C/C2=CN(C3=CC=CC=C23)C(=O)OC(C)(C)C)=O)C=CC1 ((E)-tert-butyl 3-(3-(2-(3-(2-bromoethoxy)benzoyl)-1-isopropylhydrazinyl)-3-oxoprop-1-enyl)-1H-indole-1-carboxylate), C(=O)([O-])[O-].[K+].[K+] (K2CO3).